From a dataset of the Open Reaction Database (ORD), a public repository of structured organic reaction records. describe an organic reaction: reactants, conditions, products, and yield Starting materials: Cc1ccc(-n2ncc3cc(-n4c(=O)[nH]c5cccnc54)ccc32)nc1, CCI, CN(C)C=O, O. Yields the product CCn1c(=O)n(-c2ccc3c(cnn3-c3ccc(C)cn3)c2)c2ncccc21. As a reaction SMILES: [CH3:1][c:2]1[cH:3][cH:4][c:5](-[n:8]2[n:9][cH:10][c:11]3[cH:12][c:13](-[n:17]4[c:18](=[O:26])[nH:19][c:20]5[c:21]4[n:22][cH:23][cH:24][cH:25]5)[cH:14][cH:15][c:16]23)[n:6][cH:7]1.[I:27][CH2:28][CH3:29].[O:31]=[CH:32][N:33]([CH3:34])[CH3:35].[OH2:30]>>[CH3:1][c:2]1[cH:3][cH:4][c:5](-[n:8]2[n:9][cH:10][c:11]3[cH:12][c:13](-[n:17]4[c:18](=[O:26])[n:19]([CH2:28][CH3:29])[c:20]5[c:21]4[n:22][cH:23][cH:24][cH:25]5)[cH:14][cH:15][c:16]23)[n:6][cH:7]1. Reactants: CC(C)(C)OC(=O)NOC(=O)OC(C)(C)C, C1CCOC1, CCc1nc2cc(Cl)c(Cl)cc2n1-c1ccc(CCO)cc1, CCOC(=O)N=NC(=O)OCC, c1ccc(P(c2ccccc2)c2ccccc2)cc1. Product: CCc1nc2cc(Cl)c(Cl)cc2n1-c1ccc(CCN(OC(=O)OC(C)(C)C)C(=O)OC(C)(C)C)cc1. As a reaction SMILES: [C:23]([CH3:24])([CH3:25])([CH3:26])[O:27][C:28](=[O:29])[NH:30][O:31][C:32](=[O:33])[O:34][C:35]([CH3:36])([CH3:37])[CH3:38].[CH2:70]1[O:71][CH2:72][CH2:73][CH2:74]1.[Cl:1][c:2]1[cH:3][c:4]2[c:5]([n:6](-[c:11]3[cH:12][cH:13][c:14]([CH2:17][CH2:18][OH:19])[cH:15][cH:16]3)[c:7]([CH2:9][CH3:10])[n:8]2)[cH:20][c:21]1[Cl:22].[O:58]=[C:59]([O:60][CH2:61][CH3:62])[N:63]=[N:64][C:65]([O:66][CH2:67][CH3:68])=[O:69].[c:39]1([P:40]([c:41]2[cH:42][cH:43][cH:44][cH:45][cH:46]2)[c:47]2[cH:48][cH:49][cH:50][cH:51][cH:52]2)[cH:53][cH:54][cH:55][cH:56][cH:57]1>>[Cl:1][c:2]1[cH:3][c:4]2[c:5]([n:6](-[c:11]3[cH:12][cH:13][c:14]([CH2:17][CH2:18][N:30]([C:28]([O:27][C:23]([CH3:24])([CH3:25])[CH3:26])=[O:29])[O:31][C:32](=[O:33])[O:34][C:35]([CH3:36])([CH3:37])[CH3:38])[cH:15][cH:16]3)[c:7]([CH2:9][CH3:10])[n:8]2)[cH:20][c:21]1[Cl:22]. Starting materials: COC(=O)c1ccc(N)cc1, CCc1nn(C2CCCC2)c2cc(C(=O)O)ccc12. The product is CCc1nn(C2CCCC2)c2cc(C(=O)Nc3ccc(C(=O)OC)cc3)ccc12. As a reaction SMILES: [CH3:20][O:21][C:22]([c:23]1[cH:24][cH:25][c:26]([NH2:29])[cH:27][cH:28]1)=[O:30].[CH:1]1([n:6]2[n:7][c:8]([CH2:18][CH3:19])[c:9]3[cH:10][cH:11][c:12]([C:15](=[O:16])[OH:17])[cH:13][c:14]23)[CH2:2][CH2:3][CH2:4][CH2:5]1>>[CH:1]1([n:6]2[n:7][c:8]([CH2:18][CH3:19])[c:9]3[cH:10][cH:11][c:12]([C:15](=[O:17])[NH:29][c:26]4[cH:25][cH:24][c:23]([C:22]([O:21][CH3:20])=[O:30])[cH:28][cH:27]4)[cH:13][c:14]23)[CH2:2][CH2:3][CH2:4][CH2:5]1.